Dataset: the Open Reaction Database (ORD), a public repository of structured organic reaction records. Task: describe an organic reaction: reactants, conditions, products, and yield The reactants are O1C(OCC1)C(C)[C@H]1CC[C@H]2[C@@H]3C=C[C@]4(C[C@H](C[C@@H]([C@]4(C)[C@H]3CC[C@]12C)O)O)O (20-(1,3-dioxolan-2-yl)pregn-6-ene-1α,3β,5α-triol), C(C)(=O)OC(C)=O (acetic anhydride). The solvent is N1=CC=CC=C1 (pyridine), ice water. The product is O1C(OCC1)C(C)[C@H]1CC[C@H]2[C@@H]3C=C[C@]4(C[C@H](C[C@@H]([C@]4(C)[C@H]3CC[C@]12C)O)OC(C)=O)O (20-(1,3-dioxolan-2-yl)-3β-acetoxypregn-6-ene-1α,5α-diol). RXN SMILES: [O:1]1[CH2:5][CH2:4][O:3][CH:2]1[CH:6]([C@@H:8]1[C@:25]2([CH3:26])[C@H:11]([C@H:12]3[C@H:22]([CH2:23][CH2:24]2)[C@:20]2([CH3:21])[C@:15]([OH:29])([CH2:16][C@@H:17]([OH:28])[CH2:18][C@@H:19]2[OH:27])[CH:14]=[CH:13]3)[CH2:10][CH2:9]1)[CH3:7].[C:30](OC(=O)C)(=[O:32])[CH3:31]>N1C=CC=CC=1>[O:1]1[CH2:5][CH2:4][O:3][CH:2]1[CH:6]([C@@H:8]1[C@:25]2([CH3:26])[C@H:11]([C@H:12]3[C@H:22]([CH2:23][CH2:24]2)[C@:20]2([CH3:21])[C@:15]([OH:29])([CH2:16][C@@H:17]([O:28][C:30](=[O:32])[CH3:31])[CH2:18][C@@H:19]2[OH:27])[CH:14]=[CH:13]3)[CH2:10][CH2:9]1)[CH3:7]. Procedure details: In 5 ml of pyridine was dissolved 400 mg of 20-(1,3-dioxolan-2-yl)pregn-6-ene-1α,3β,5α-triol. To this solution was added 0.11 ml of acetic anhydride at a temperature of -10°-0° C. and the mixture was stirred under ice-cooling for 2 hours. The reaction mixture thus obtained was poured in ice-water and stirred at room temperature for 30 minutes. This mixture was then extracted with ether and the extracts were pooled, washed successively with water, cold diluted hydrochloric acid, water, aqueous so... Starting materials: FC1=C(C=CC(=C1)C(F)(F)F)N1C(OC(C1C(C)C)=O)=O (3-(2-fluoro-4-trifluoromethylphenyl)-4-isopropyloxazolidine-2,5-dione), FC(C1=CC=C(C=C1)N1C(OC(C1C(C)C)=O)=O)(F)F (3-(4-trifluoromethylphenyl)-4-isopropyloxazolidine-2,5-dione), C(C1=CC=CC=C1)(=O)C=1C=C(C=O)C=CC1 (m-benzoylbenzaldehyde), [C-]#N.[K+] (potassium cyanide). The product is m-benzoyl α-cyanobenzyl ester, FC1=C(C=CC(=C1)C(F)(F)F)N[C@@H](C(C)C)C(=O)O (N-(2-fluoro-4-trifluoromethylphenyl)valin). Reaction SMILES: [F:1][C:2]1[CH:7]=[C:6]([C:8]([F:11])([F:10])[F:9])[CH:5]=[CH:4][C:3]=1[N:12]1[CH:16]([CH:17]([CH3:19])[CH3:18])[C:15](=[O:20])[O:14]C1=O.FC(F)(F)C1C=CC(N2C(C(C)C)C(=O)OC2=O)=CC=1.C(C1C=C(C=CC=1)C=O)(=O)C1C=CC=CC=1.[C-]#N.[K+]>>[F:1][C:2]1[CH:7]=[C:6]([C:8]([F:11])([F:10])[F:9])[CH:5]=[CH:4][C:3]=1[NH:12][C@H:16]([C:15]([OH:20])=[O:14])[CH:17]([CH3:19])[CH3:18] |f:3.4|. Procedure details: Each of 3-(2-fluoro-4-trifluoromethylphenyl)-4-isopropyloxazolidine-2,5-dione and 3-(4-trifluoromethylphenyl)-4-isopropyloxazolidine-2,5-dione, prepared by the procedure of Example 77, is reacted with m-benzoylbenzaldehyde and potassium cyanide using the procedure of Example 71 to yield the m-benzoyl α-cyanobenzyl ester of N-(2-fluoro-4-trifluoromethylphenyl)valin and the m-benzoyl-α-cyanobenzyl ester of N-(4-trifluoromethylphenyl)valine.